This data is from the Open Reaction Database (ORD), a public repository of structured organic reaction records. The task is: describe an organic reaction: reactants, conditions, products, and yield Starting materials: [Li]C1CCCC=2C=C(C=NC12)C (8-lithio-3-methyl-5,6,7,8-tetrahydroquinoline), C(=O)=O (CO2), CC=1C=NC=2CCCCC2C1 (3-methyl-5,6,7,8-tetrahydroquinoline), C(CCC)[Li] (butyl lithium), solution. The solvent is CCOCC (ether). Reaction conditions: time 15 minute. Yields the product COC(=O)C1CCCC=2C=C(C=NC12)C (methyl-3-methyl-5,6,7,8-tetrahydroquinoline-8-carboxylate). As a reaction SMILES: [CH3:1][C:2]1[CH:3]=[N:4][C:5]2[CH2:6][CH2:7][CH2:8][CH2:9][C:10]=2[CH:11]=1.C([Li])CCC.[Li][CH:18]1C2N=CC(C)=CC=2CCC1.[C:29](=[O:31])=[O:30]>CCOCC>[CH3:18][O:30][C:29]([CH:6]1[C:5]2[N:4]=[CH:3][C:2]([CH3:1])=[CH:11][C:10]=2[CH2:9][CH2:8][CH2:7]1)=[O:31]. Procedure: A stirred solution of 3-methyl-5,6,7,8-tetrahydroquinoline (147 g., 1 m) in dry ether (700 ml.) was treated with a freshly prepared solution of butyl lithium (860 ml. of a 1.4 M solution i.e. 1.2 m) under nitrogen. The reaction mixture was stirred for an additional 15 min. The resulting 8-lithio-3-methyl-5,6,7,8-tetrahydroquinoline was treated in situ with a slow stream of dry CO2 gas which was bubbled into the reaction mixture until it became colourless. The reaction mixture was processed as de... Reactants: O=C([O-])[O-], C=CCBr, COc1cc2c(cc1OC)C(CN)C2, CC(C)=O, [K+], [K+]. Yields the product C=CCNCC1Cc2cc(OC)c(OC)cc21. RXN SMILES: [C:15](=[O:16])([O-:17])[O-:18].[CH2:21]([CH:22]=[CH2:23])[Br:24].[CH3:1][O:2][c:3]1[cH:4][c:5]2[c:8]([cH:9][c:10]1[O:11][CH3:12])[CH:7]([CH2:13][NH2:14])[CH2:6]2.[CH3:25][C:26](=[O:27])[CH3:28].[K+:19].[K+:20]>>[CH3:1][O:2][c:3]1[cH:4][c:5]2[c:8]([cH:9][c:10]1[O:11][CH3:12])[CH:7]([CH2:13][NH:14][CH2:23][CH:22]=[CH2:21])[CH2:6]2. Isolated yield 36.8%. Solvent: C(Cl)Cl (CH2Cl2), C(Cl)Cl (CH2Cl2). RXN SMILES: [CH3:1][O:2][C:3](=[O:16])[C@@H:4]([CH2:6][C:7]1[C:15]2[C:10](=[CH:11][CH:12]=[CH:13][CH:14]=2)[NH:9][CH:8]=1)[NH2:5].[CH:17]1[C:22]([CH:23]=O)=[CH:21][C:20]2[O:25][CH2:26][O:27][C:19]=2[CH:18]=1.FC(F)(F)C(O)=O>C(Cl)Cl>[CH2:26]1[O:27][C:19]2[CH:18]=[CH:17][C:22]([C@@H:23]3[C:8]4[NH:9][C:10]5[C:15]([C:7]=4[CH2:6][C@H:4]([C:3]([O:2][CH3:1])=[O:16])[NH:5]3)=[CH:14][CH:13]=[CH:12][CH:11]=5)=[CH:21][C:20]=2[O:25]1. Run at time 4 day. The product is C1OC=2C=C(C=CC2O1)[C@H]1N[C@H](CC2=C1NC1=CC=CC=C21)C(=O)OC ((1R,3R)-Methyl 1,2,3,4-Tetrahydro-1-(3,4-methylenedioxyphenyl)-9H-pyrido[3,4-b]indole-3-carboxylate). The reactants are COC([C@H](N)CC1=CNC2=CC=CC=C12)=O (D-tryptophan methyl ester), C1=CC2=C(C=C1C=O)OCO2 (piperonal), FC(C(=O)O)(F)F (trifluoroacetic acid). Procedure details: To a stirred solution of D-tryptophan methyl ester (11 g) and piperonal (7.9 g) in anhydrous CH2Cl2 (400 mL) cooled at 0° C. was added dropwise trifluoroacetic acid (7.7 mL) and the solution was allowed to react at ambient temperature. After 4 days, the yellow solution was diluted with CH2Cl2 (200 mL) and washed with a saturated aqueous solution of NaHCO3, then with water (3×200 mL) and dried over Na2SO4. The organic layer was evaporated under reduced pressure and the residue containing the two ... Reactants: CCO, CC1(c2ccc3c(C(F)(F)F)c(OC4CCC(C(C)(F)F)CC4)ccc3c2)COC(=O)N1, [Li+], [OH-], O. Product: CC(N)(CO)c1ccc2c(C(F)(F)F)c(OC3CCC(C(C)(F)F)CC3)ccc2c1. RXN SMILES: [CH3:35][CH2:36][OH:37].[F:1][C:2]([CH3:3])([F:4])[CH:5]1[CH2:6][CH2:7][CH:8]([O:11][c:12]2[c:13]([C:29]([F:30])([F:31])[F:32])[c:14]3[cH:15][cH:16][c:17]([C:22]4([CH3:28])[NH:23][C:24](=[O:27])[O:25][CH2:26]4)[cH:18][c:19]3[cH:20][cH:21]2)[CH2:9][CH2:10]1.[Li+:34].[OH-:33].[OH2:38]>>[F:1][C:2]([CH3:3])([F:4])[CH:5]1[CH2:6][CH2:7][CH:8]([O:11][c:12]2[c:13]([C:29]([F:30])([F:31])[F:32])[c:14]3[cH:15][cH:16][c:17]([C:22]([NH2:23])([CH2:26][OH:25])[CH3:28])[cH:18][c:19]3[cH:20][cH:21]2)[CH2:9][CH2:10]1. Reactants: ClC1=CC(=CC=C1)C(=O)OO (m-Chloroperbenzoic acid), CC(CN(C([O-])=O)C1=CC=C(C=C1)Cl)=C (2-methyl-2-propenyl(4-chlorophenyl)carbamate), S(=S)(=O)([O-])[O-].[Na+].[Na+] (sodium thiosulfate). The solvent is C(Cl)Cl (methylene chloride). Run at time 4 hour. Yields the product CC1(OC1)COC(NC1=CC=C(C=C1)Cl)=O ((2-methyl-2-oxiranylmethyl)(4-chlorophenyl)carbamate). Isolated yield 103.4%. As a reaction SMILES: ClC1C=C[CH:5]=[C:4]([C:8]([O:10]O)=O)[CH:3]=1.CC(=C)C[N:15]([C:19]1[CH:24]=[CH:23][C:22]([Cl:25])=[CH:21][CH:20]=1)[C:16](=[O:18])[O-:17].S([O-])([O-])(=O)=S.[Na+].[Na+]>C(Cl)Cl>[CH3:3][C:4]1([CH2:5][O:17][C:16](=[O:18])[NH:15][C:19]2[CH:20]=[CH:21][C:22]([Cl:25])=[CH:23][CH:24]=2)[CH2:8][O:10]1 |f:2.3.4|. Reported procedure: m-Chloroperbenzoic acid (1.6 g, 6.6 mmol) was added to a solution of 2-methyl-2-propenyl(4-chlorophenyl)carbamate (1.0 g, 4.4 mmol) in methylene chloride (20 ml) while cooling in an ice-bath, and the mixture was stirred at room temperature for 4 hours. To which sodium thiosulfate aqueous solution was added and the mixture was filtered, and sodium hydrogencarbonate aqueous solution was added to the filtrate. The organic layer was separated, dried over magnesium sulfate, and concentrated under red... Reactants: BrC=1C=CC(=C(C#N)C1)N1C=NC(=C1)C (5-bromo-2-(4-methyl-imidazol-1-yl)-benzonitrile), ClC1=C(CN2N=C(N=C2)N)C=CC=C1 (1-(2-chloro-benzyl)-1H-[1,2,4]triazol-3-ylamine). The product is ClC1=C(CN2N=C(N=C2)NC=2C=CC(=C(C#N)C2)N2C=NC(=C2)C)C=CC=C1 (5-[1-(2-Chloro-benzyl)-1H-[1,2,4]triazol-3-ylamino]-2-(4-methyl-imidazol-1-yl)-benzonitrile), solid. Isolated yield 11.0%. As a reaction SMILES: Br[C:2]1[CH:3]=[CH:4][C:5]([N:10]2[CH:14]=[C:13]([CH3:15])[N:12]=[CH:11]2)=[C:6]([CH:9]=1)[C:7]#[N:8].[Cl:16][C:17]1[CH:29]=[CH:28][CH:27]=[CH:26][C:18]=1[CH2:19][N:20]1[CH:24]=[N:23][C:22]([NH2:25])=[N:21]1>>[Cl:16][C:17]1[CH:29]=[CH:28][CH:27]=[CH:26][C:18]=1[CH2:19][N:20]1[CH:24]=[N:23][C:22]([NH:25][C:2]2[CH:3]=[CH:4][C:5]([N:10]3[CH:14]=[C:13]([CH3:15])[N:12]=[CH:11]3)=[C:6]([CH:9]=2)[C:7]#[N:8])=[N:21]1. Reported procedure: Prepared in analogy to example 1b) starting with 5-bromo-2-(4-methyl-imidazol-1-yl)-benzonitrile and 1-(2-chloro-benzyl)-1H-[1,2,4]triazol-3-ylamine. The title compound was obtained as a colorless solid (Yield=11%). MS ISP (m/e): 390.3 (100) [(M+H)+]. Starting materials: Cl, O=C(O)c1cnoc1-c1ccc(C(F)(F)F)cc1, c1cc(C2CCNC2)ccn1. Yields the product O=C(c1cnoc1-c1ccc(C(F)(F)F)cc1)N1CCC(c2ccncc2)C1. As a reaction SMILES: [ClH:19].[F:1][C:2]([c:3]1[cH:4][cH:5][c:6](-[c:9]2[c:10]([C:14](=[O:15])[OH:16])[cH:11][n:12][o:13]2)[cH:7][cH:8]1)([F:17])[F:18].[NH:20]1[CH2:21][CH:22]([c:25]2[cH:26][cH:27][n:28][cH:29][cH:30]2)[CH2:23][CH2:24]1>>[F:1][C:2]([c:3]1[cH:4][cH:5][c:6](-[c:9]2[c:10]([C:14](=[O:16])[N:20]3[CH2:21][CH:22]([c:25]4[cH:26][cH:27][n:28][cH:29][cH:30]4)[CH2:23][CH2:24]3)[cH:11][n:12][o:13]2)[cH:7][cH:8]1)([F:17])[F:18]. The reactants are O=C([O-])[O-], CC(C)=O, Cl, [K+], [K+], COC(=O)c1ccc(Nc2nc(NCCCCCCCCN)nc(OCC(F)(F)F)n2)cc1, O. Product: NCCCCCCCCNc1nc(Nc2ccc(C(=O)O)cc2)nc(OCC(F)(F)F)n1. Reaction SMILES: [C:34](=[O:35])([O-:36])[O-:37].[CH3:41][C:42](=[O:43])[CH3:44].[ClH:40].[K+:38].[K+:39].[NH2:1][CH2:2][CH2:3][CH2:4][CH2:5][CH2:6][CH2:7][CH2:8][CH2:9][NH:10][c:11]1[n:12][c:13]([NH:23][c:24]2[cH:25][cH:26][c:27]([C:28](=[O:29])[O:30][CH3:31])[cH:32][cH:33]2)[n:14][c:15]([O:17][CH2:18][C:19]([F:20])([F:21])[F:22])[n:16]1.[OH2:45]>>[NH2:1][CH2:2][CH2:3][CH2:4][CH2:5][CH2:6][CH2:7][CH2:8][CH2:9][NH:10][c:11]1[n:12][c:13]([NH:23][c:24]2[cH:25][cH:26][c:27]([C:28](=[O:29])[OH:30])[cH:32][cH:33]2)[n:14][c:15]([O:17][CH2:18][C:19]([F:20])([F:21])[F:22])[n:16]1.